This data is from the Open Reaction Database (ORD), a public repository of structured organic reaction records. The task is: describe an organic reaction: reactants, conditions, products, and yield Starting materials: Cc1c(Br)cccc1Br, O=C1NCCN1Cc1ccccc1, [Cu]I, [K+], [K+], [K+], NC1CCCCC1N, C1COCCO1, O=P([O-])([O-])[O-]. Product: Cc1c(Br)cccc1N1CCN(Cc2ccccc2)C1=O. As a reaction SMILES: [Br:1][c:2]1[c:3]([CH3:9])[c:4]([Br:8])[cH:5][cH:6][cH:7]1.[CH2:10]([c:11]1[cH:12][cH:13][cH:14][cH:15][cH:16]1)[N:17]1[C:18](=[O:22])[NH:19][CH2:20][CH2:21]1.[Cu:45][I:46].[K+:36].[K+:37].[K+:38].[NH2:23][CH:24]1[CH2:25][CH2:26][CH2:27][CH2:28][CH:29]1[NH2:30].[O:39]1[CH2:40][CH2:41][O:42][CH2:43][CH2:44]1.[P:31]([O-:32])([O-:33])([O-:34])=[O:35]>>[c:2]1([N:19]2[C:18](=[O:22])[N:17]([CH2:10][c:11]3[cH:12][cH:13][cH:14][cH:15][cH:16]3)[CH2:21][CH2:20]2)[c:3]([CH3:9])[c:4]([Br:8])[cH:5][cH:6][cH:7]1.